Dataset: the Open Reaction Database (ORD), a public repository of structured organic reaction records. Task: describe an organic reaction: reactants, conditions, products, and yield Reactants: BrC1=C(C=C(C=O)C=C1OC)OC (4-bromo-3,5-dimethoxybenzaldehyde), C1(=CC=C(C=C1)S(=O)(=O)C[N+]#[C-])C (p-toluenesulfonylmethyl isocyanide), [C-]#N.[K+] (KCN). The solvent is CCO (EtOH). Conditions: time 19 hour. Product: BrC1=C(C=C(C=C1OC)C1C(N=CO1)S(=O)(=O)C1=CC=C(C)C=C1)OC (5-(4-bromo-3,5-dimethoxyphenyl)-4-tosyl-4,5-dihydrooxazole). As a reaction SMILES: [Br:1][C:2]1[C:9]([O:10][CH3:11])=[CH:8][C:5]([CH:6]=[O:7])=[CH:4][C:3]=1[O:12][CH3:13].[C:14]1([CH3:26])[CH:19]=[CH:18][C:17]([S:20]([CH2:23][N+:24]#[C-:25])(=[O:22])=[O:21])=[CH:16][CH:15]=1.[C-]#N.[K+]>CCO>[Br:1][C:2]1[C:9]([O:10][CH3:11])=[CH:8][C:5]([CH:6]2[O:7][CH:25]=[N:24][CH:23]2[S:20]([C:17]2[CH:18]=[CH:19][C:14]([CH3:26])=[CH:15][CH:16]=2)(=[O:22])=[O:21])=[CH:4][C:3]=1[O:12][CH3:13] |f:2.3|. Procedure details: To an oven-dried flask under argon was added 4-bromo-3,5-dimethoxybenzaldehyde (1.0 g, 4.08 mmol), absolute EtOH (34 mL), p-toluenesulfonylmethyl isocyanide (0.78 g, 4.0 mmol) and KCN (0.035 g, 0.54 mmol). The mixture was stirred for 19 hours at room temperature then concentrated in vacuo to give 5-(4-bromo-3,5-dimethoxyphenyl)-4-tosyl-4,5-dihydrooxazole which was used in the next synthetic step without purification. Reactants: S1C=CC=C1 (thiophene), [H][H] (hydrogen), C1(=CC=CC=C1)CN(CC1=CC=CC=C1)C[C@H]1[C@@H](CNCC1)O ((trans)-4-[[bis(phenylmethyl)amino]methyl]-3-piperidinol), butylaldehyde. The reagents and catalysts are [Pd] (palladium-on-carbon). Run in CO (methanol). Yields the product C1(=CC=CC=C1)CN(CC1=CC=CC=C1)C[C@H]1[C@@H](CN(CC1)CCCC)O ((trans)-4-[[bis(phenylmethyl)amino]-methyl]-1-butyl-3-piperidinol). RXN SMILES: [C:1]1([CH2:7][N:8]([CH2:16][C@@H:17]2[CH2:22][CH2:21][NH:20][CH2:19][C@H:18]2[OH:23])[CH2:9][C:10]2[CH:15]=[CH:14][CH:13]=[CH:12][CH:11]=2)[CH:6]=[CH:5][CH:4]=[CH:3][CH:2]=1.S1[CH:28]=[CH:27][CH:26]=[CH:25]1.[H][H]>CO.[Pd]>[C:1]1([CH2:7][N:8]([CH2:16][C@@H:17]2[CH2:22][CH2:21][N:20]([CH2:25][CH2:26][CH2:27][CH3:28])[CH2:19][C@H:18]2[OH:23])[CH2:9][C:10]2[CH:15]=[CH:14][CH:13]=[CH:12][CH:11]=2)[CH:6]=[CH:5][CH:4]=[CH:3][CH:2]=1. Reported procedure: A mixture of intermediate (28) (0.083 mol) and butylaldehyde (7 g) in methanol (300 ml) was hydrogenated with palladium-on-carbon (10%) (2 g) as a catalyst in the presence of a thiophene solution (3 ml). After uptake of hydrogen (1 equivalent), the catalyst was filtered over celite and the filtrate was evaporated. The residue was dissolved in aqueous HCl 2N (500 ml). The mixture was washed with toluene and then separated into its layers. The aqueous layer was basified with 50% aqueous NaOH and t... Starting materials: C[Si](C)(C)I (trimethyl silyl iodide), C(C)OP(OCC)(=O)COC1=CC=2NC3=CC=CC=C3C2C=C1 (diethyl-2-carbazolyloxymethylphosphonate), CO (methanol). Solvent: ClCCl (dichloromethane). Conditions: time 2 hour. Product: C1=C(C=CC=2C3=CC=CC=C3NC12)OCP(O)(O)=O (2-carbazolyloxymethyl phosphonic acid). Yield: 93.8%. Reaction SMILES: C([O:3][P:4]([CH2:9][O:10][C:11]1[CH:23]=[CH:22][C:21]2[C:20]3[C:15](=[CH:16][CH:17]=[CH:18][CH:19]=3)[NH:14][C:13]=2[CH:12]=1)(=[O:8])[O:5]CC)C.C[Si](I)(C)C.CO>ClCCl>[CH:12]1[C:13]2[NH:14][C:15]3[C:20](=[CH:19][CH:18]=[CH:17][CH:16]=3)[C:21]=2[CH:22]=[CH:23][C:11]=1[O:10][CH2:9][P:4](=[O:3])([OH:8])[OH:5]. Reported procedure: To a stirred solution of diethyl-2-carbazolyloxymethylphosphonate (0.33 g, 1 mmol) dissolved in dry dichloromethane (8 ml) under an atmosphere of nitrogen was added trimethyl silyl iodide (0.6 ml). The red solution was stirred for 2 h then methanol (15 ml) was added. After 2 h the solvent was removed under reduced pressure and then water (20 ml) was added to the residue. The mixture was concentrated under reduced pressure. Water (20 ml) was added and the mixture was concentrated under reduced pr... Run at time 18 hour. Procedure: To a round bottom flask containing benzyl((2R,3S)-3-(tert-butoxy)-1-hydroxybutan-2-yl)carbamate (5.27 g, 17.8 mmol) was added MeOH (100 mL). Solution was degassed with nitrogen for 15 min at which time palladium on carbon (0.95 g, 0.89 mmol) in MeOH (5 mL) was added. A hydrogen atmosphere was then inserted. Resulting reaction mixture allowed to stir 40 min at room temperature at atmospheric pressure when water (2 mL) was added and once again a hydrogen atmosphere was inserted at atmospheric pres... The solvent is CO (MeOH), CO (MeOH). Reactants: C(C1=CC=CC=C1)OC(N[C@H](CO)[C@H](C)OC(C)(C)C)=O (benzyl((2R,3S)-3-(tert-butoxy)-1-hydroxybutan-2-yl)carbamate), [H][H] (hydrogen), [H][H] (hydrogen), O (water). The reagents and catalysts are [Pd] (palladium on carbon). RXN SMILES: C(OC(=O)[NH:10][C@@H:11]([C@@H:14]([O:16][C:17]([CH3:20])([CH3:19])[CH3:18])[CH3:15])[CH2:12][OH:13])C1C=CC=CC=1.[H][H].O>[Pd].CO>[NH2:10][C@@H:11]([C@@H:14]([O:16][C:17]([CH3:18])([CH3:20])[CH3:19])[CH3:15])[CH2:12][OH:13]. Yields the product N[C@H](CO)[C@H](C)OC(C)(C)C ((2R,3S)-2-amino-3-(tert-butoxy)butan-1-ol). Yield: 87.1%. Reactants: [BH4-], CO, [Na+], C1CCOC1, COC(=O)c1cccc(C(=O)OC)n1. Product: COC(=O)c1cccc(CO)n1. Reaction SMILES: [BH4-:15].[CH3:17][OH:18].[Na+:16].[O:19]1[CH2:20][CH2:21][CH2:22][CH2:23]1.[n:1]1[c:2]([C:11](=[O:12])[O:13][CH3:14])[cH:3][cH:4][cH:5][c:6]1[C:7](=[O:8])[O:9][CH3:10]>>[n:1]1[c:2]([C:11](=[O:12])[O:13][CH3:14])[cH:3][cH:4][cH:5][c:6]1[CH2:7][OH:8]. Reactants: N1CCC(CC1)CCO (2-(4-piperidinyl)ethanol), C([O-])([O-])=O.[K+].[K+] (potassium carbonate), ICC (iodoethane). The solvent is CN(C)C=O (DMF). Reaction conditions: time 18 hour. Yields the product C(C)N1CCC(CC1)CCO (2-(1-Ethyl-4-piperidinyl)ethanol). RXN SMILES: [NH:1]1[CH2:6][CH2:5][CH:4]([CH2:7][CH2:8][OH:9])[CH2:3][CH2:2]1.C(=O)([O-])[O-].[K+].[K+].I[CH2:17][CH3:18]>CN(C=O)C>[CH2:17]([N:1]1[CH2:6][CH2:5][CH:4]([CH2:7][CH2:8][OH:9])[CH2:3][CH2:2]1)[CH3:18] |f:1.2.3|. Reported procedure: To a stirring solution of 2-(4-piperidinyl)ethanol (1 g, 7.74 mmol) and potassium carbonate (2.67 g, 19.35 mmol) in dry DMF (10 ml) was added iodoethane (0.687 ml, 8.51 mmol). The reaction mixture was allowed to stir at room temperature for 18 hours. The solvent was partially removed in vacuo and the residue partitioned between water (20 ml) and ethyl acetate (20 ml). The aqueous was washed with further ethyl acetate and the combined organics dried (hydrophobic frit) and concentrated in vacuo to... Starting materials: NC=1C=C(C#N)C=CC1 (3-Aminobenzonitril), ClCCCS(=O)(=O)Cl (3-Chloro-propane-1-sulfonyl chloride). The solvent is C(Cl)Cl (DCM), CCN(C(C)C)C(C)C (DIPEA). Conditions: time 8 hour. Product: O=S1(N(CCC1)C=1C=C(C#N)C=CC1)=O (3-(1,1-Dioxo-1λ6-isothiazolidin-2-yl)-benzonitrile). RXN SMILES: [NH2:1][C:2]1[CH:3]=[C:4]([CH:7]=[CH:8][CH:9]=1)[C:5]#[N:6].Cl[CH2:11][CH2:12][CH2:13][S:14](Cl)(=[O:16])=[O:15]>C(Cl)Cl.CCN(C(C)C)C(C)C>[O:15]=[S:14]1(=[O:16])[CH2:13][CH2:12][CH2:11][N:1]1[C:2]1[CH:3]=[C:4]([CH:7]=[CH:8][CH:9]=1)[C:5]#[N:6]. Reported procedure: 1 g of 3-Aminobenzonitril were dissolved in 10 ml DCM and 2.2 ml of DIPEA. 1.3 ml of 3-Chloro-propane-1-sulfonyl chloride were added and the reaction mixture stirred at rt overnight. The organic layer was evaporated, the crude taken up in DMF and 1.5 ml DBU added. The reaction mixture was stirred at rt overnight. DCM was added and the organic phase washed with water. The organic layer was separated, dried over Na2SO4 and evaporated. MS(ISO): 232.2 (MH+) Reactants: Cl (hydrochloric acid), ClC1=C(C=C(C=C1)Cl)[N+](=O)[O-] (2,5-dichloro-1-nitrobenzene), NCC(=O)O (glycine), C([O-])([O-])=O.[K+].[K+] (potassium carbonate). Run in C(COCCO)O (diethylene glycol), O (water). The product is ClC1=CC(=C(C=C1)NCC(=O)O)[N+](=O)[O-] (N-(4-Chloro-2-nitrophenyl)glycine). Yield: 0.1%. Reaction SMILES: Cl[C:2]1[CH:7]=[CH:6][C:5]([Cl:8])=[CH:4][C:3]=1[N+:9]([O-:11])=[O:10].[NH2:12][CH2:13][C:14]([OH:16])=[O:15].C(=O)([O-])[O-].[K+].[K+].Cl>C(O)COCCO.O>[Cl:8][C:5]1[CH:6]=[CH:7][C:2]([NH:12][CH2:13][C:14]([OH:16])=[O:15])=[C:3]([N+:9]([O-:11])=[O:10])[CH:4]=1 |f:2.3.4|. Procedure: 26.2 g (0,137 mol) of 2,5-dichloro-1-nitrobenzene, 20.6 g (0,274 mol) of glycine and 18.9 g (0.137 mol) of potassium carbonate in 200 ml of diethylene glycol were heated at 120° C. for 1 h. After cooling, 100 ml of water were added and the solution was acidified with 1M hydrochloric acid. The precipitate was filtered off with suction to yield 17.1 g (54%) of the product.